From a dataset of the Open Reaction Database (ORD), a public repository of structured organic reaction records. describe an organic reaction: reactants, conditions, products, and yield The reactants are C1(CC1)C1=CC(=NN1)NC1=NC(=NC=C1)N[C@@H](C)C1=C(C=C2C(=N1)C=CN2S(=O)(=O)C2=CC=C(C)C=C2)F ((S)—N4-(5-cyclopropyl-1H-pyrazol-3-yl)-N2-(1-(6-fluoro-1-tosyl-1H-pyrrolo[3,2-b]pyridin-5-yl)ethyl)pyrimidine-2,4-diamine), [OH-].[Na+] (NaOH). The solvent is CO (MeOH). Conditions: temperature 50 celsius. Yields the product C1(CC1)C1=CC(=NN1)NC1=NC(=NC=C1)N[C@@H](C)C1=C(C=C2C(=N1)C=CN2)F ((S)—N4-(5-cyclopropyl-1H-pyrazol-3-yl)-N2-(1-(6-fluoro-1H-pyrrolo[3,2-b]pyridin-5-yl)ethyl)pyrimidine-2,4-diamine). The yield is 29.2%. As a reaction SMILES: [CH:1]1([C:4]2[NH:8][N:7]=[C:6]([NH:9][C:10]3[CH:15]=[CH:14][N:13]=[C:12]([NH:16][C@H:17]([C:19]4[N:24]=[C:23]5[CH:25]=[CH:26][N:27](S(C6C=CC(C)=CC=6)(=O)=O)[C:22]5=[CH:21][C:20]=4[F:38])[CH3:18])[N:11]=3)[CH:5]=2)[CH2:3][CH2:2]1.[OH-].[Na+]>CO>[CH:1]1([C:4]2[NH:8][N:7]=[C:6]([NH:9][C:10]3[CH:15]=[CH:14][N:13]=[C:12]([NH:16][C@H:17]([C:19]4[N:24]=[C:23]5[CH:25]=[CH:26][NH:27][C:22]5=[CH:21][C:20]=4[F:38])[CH3:18])[N:11]=3)[CH:5]=2)[CH2:3][CH2:2]1 |f:1.2|. Procedure details: To a mixture of (S)—N4-(5-cyclopropyl-1H-pyrazol-3-yl)-N2-(1-(6-fluoro-1-tosyl-1H-pyrrolo[3,2-b]pyridin-5-yl)ethyl)pyrimidine-2,4-diamine (120 mg, 0.226 mmol) in MeOH (10 mL) was added aqueous NaOH (18 mg, 2 mL H2O). The mixture was heated at 50° C. for 5 h. The reaction mixture was quenched by adding a sat'd, aq. NH4Cl solution and extracted with EtOAc (50 mL×3), dried (Na2SO4), filtered, and concentrated under reduced pressure. The residue was purified by preparative HPLC to afford (S)—N4-(5-c... The reactants are C1CN(CCN1)c1ccc(cc1C=O)C(F)(F)F, CC1=CN=C(C=C1)N, [C-]#[N+]C1CCCCC1. Reagents/catalysts: O=C(O)C(F)(F)F (trifluoroacetic acid). Run in CC(C)O (isopropyl alcohol), CC(C)O (isopropylalcohol). Reaction conditions: temperature 22 celsius, time 20 hour. The product is Cc1ccc2nc(c3cc(ccc3N3CCNCC3)C(F)(F)F)c(NC3CCCCC3)n2c1. Yield: 0.0%. RXN SMILES: CC1=CC=C(N)N=C1.[C-]#[N+]C1CCCCC1.FC(F)(F)C1=CC=C(N2CCNCC2)C(C=O)=C1>>CC1=CN2C(C=C1)=NC(=C2NC1CCCCC1)C1=C(C=CC(=C1)C(F)(F)F)N1CCNCC1.